This data is from the Open Reaction Database (ORD), a public repository of structured organic reaction records. The task is: describe an organic reaction: reactants, conditions, products, and yield The reactants are substituted benzyl amines, C(=O)([O-])[O-].[Na+].[Na+] (Na2CO3), Cl.C[C@]1(NCCC1)C(=O)OC ((R)-methyl 2-methylpyrrolidine-2-carboxylate hydrochloride), FC(C1=CC=C(CBr)C=C1)(F)F (4-(Trifluoromethyl)benzyl bromide). The product is C[C@]1(N(CCC1)CC1=CC=C(C=C1)C(F)(F)F)C(=O)OC ((R)-methyl 2-methyl-1-(4-(trifluoromethyl)benzyl)pyrrolidine-2-carboxylate). As a reaction SMILES: Cl.[CH3:2][C@:3]1([C:8]([O:10][CH3:11])=[O:9])[CH2:7][CH2:6][CH2:5][NH:4]1.[F:12][C:13]([F:23])([F:22])[C:14]1[CH:21]=[CH:20][C:17]([CH2:18]Br)=[CH:16][CH:15]=1.C([O-])([O-])=O.[Na+].[Na+]>>[CH3:2][C@:3]1([C:8]([O:10][CH3:11])=[O:9])[CH2:7][CH2:6][CH2:5][N:4]1[CH2:18][C:17]1[CH:16]=[CH:15][C:14]([C:13]([F:12])([F:22])[F:23])=[CH:21][CH:20]=1 |f:0.1,3.4.5|. Reported procedure: The title compound (D80) (50 mg) was prepared according to the general procedure for substituted benzyl amines preparation starting from (R)-methyl 2-methylpyrrolidine-2-carboxylate hydrochloride (D50) (60 mg) and 4-(Trifluoromethyl)benzyl bromide (0.126 ml). (Na2CO3: 4 eq; reaction time 18 hrs; 68° C.) Reactants: [Na].OC(C[N+](=O)[O-])C(OC1=C(C=CC=C1)OC)C1=CC=CC=C1 (2-hydroxy-1-nitro-3-phenyl-3-(2-methoxy-phenoxy)-propane sodium salt), [OH-].[Na+] (NaOH), [H-].[H-].[H-].[H-].[Li+].[Al+3] (LiAlH4), O (water), O (water). Solvent: O1CCCC1 (tetrahydrofuran), O1CCCC1 (tetrahydrofuran). Yields the product OC(CN)C(C1=CC=CC=C1)OC1=C(C=CC=C1)OC (2-hydroxy-3-(2-methoxy-phenoxy)-3-phenyl-propylamine). The yield is 47.8%. RXN SMILES: [H-].[H-].[H-].[H-].[Li+].[Al+3].[Na].[OH:8][CH:9]([CH:14]([C:24]1[CH:29]=[CH:28][CH:27]=[CH:26][CH:25]=1)[O:15][C:16]1[CH:21]=[CH:20][CH:19]=[CH:18][C:17]=1[O:22][CH3:23])[CH2:10][N+:11]([O-])=O.O.[OH-].[Na+]>O1CCCC1>[OH:8][CH:9]([CH:14]([O:15][C:16]1[CH:21]=[CH:20][CH:19]=[CH:18][C:17]=1[O:22][CH3:23])[C:24]1[CH:29]=[CH:28][CH:27]=[CH:26][CH:25]=1)[CH2:10][NH2:11] |f:0.1.2.3.4.5,6.7,9.10,^1:6|. Procedure details: To a suspension of 0.55 g of LiAlH4 in 18 ml of anhydrous tetrahydrofuran there was added dropwise at 30° C. over 4 hours 1 g of 2-hydroxy-1-nitro-3-phenyl-3-(2-methoxy-phenoxy)-propane sodium salt in 70 ml of anhydrous tetrahydrofuran. After the addition, the mixture was cooled and decomposed with water, 15% NaOH, water. It was then filtered; the solid was washed with tetrahydrofuran and the solvent evaporated to dryness. The residue was dissolved in ethyl ether and extracted with 3% HCl, made ... Starting materials: CC1=C(SC(=C1)N1C(N(CC1)CCOC1=CC=CC=C1)=O)C(=O)O (3-methyl-5-(2-oxo-3-(2-phenoxyethyl)imidazolidin-1-yl)thiophene-2-carboxylic acid), FC1=CC=C(CN2C(N(CC2)C2=CC(=C(S2)C(=O)O)C)=O)C=C1 (5-(3-(4-fluorobenzyl)-2-oxoimidazolidin-1-yl)-3-methylthiophene-2-carboxylic acid), CC1=CC=C(O1)CN ((5-methylfuran-2-yl)methanamine). Yields the product FC1=CC=C(CN2C(N(CC2)C2=CC(=C(S2)C(=O)NCC=2OC(=CC2)C)C)=O)C=C1 (5-(3-(4-fluorobenzyl)-2-oxoimidazolidin-1-yl)-3-methyl-N-((5-methylfuran-2-yl)methyl)thiophene-2-carboxamide). The yield is 78.0%. Reaction SMILES: CC1C=C(N2CC[N:9]([CH2:12][CH2:13][O:14][C:15]3[CH:20]=CC=[CH:17][CH:16]=3)C2=O)SC=1C(O)=O.[F:25][C:26]1[CH:47]=[CH:46][C:29]([CH2:30][N:31]2[CH2:35][CH2:34][N:33]([C:36]3[S:40][C:39]([C:41](O)=[O:42])=[C:38]([CH3:44])[CH:37]=3)[C:32]2=[O:45])=[CH:28][CH:27]=1.CC1OC(CN)=CC=1>>[F:25][C:26]1[CH:47]=[CH:46][C:29]([CH2:30][N:31]2[CH2:35][CH2:34][N:33]([C:36]3[S:40][C:39]([C:41]([NH:9][CH2:12][C:13]4[O:14][C:15]([CH3:20])=[CH:16][CH:17]=4)=[O:42])=[C:38]([CH3:44])[CH:37]=3)[C:32]2=[O:45])=[CH:28][CH:27]=1. Procedure details: Following the procedures as described in Example 55, making variations as required to replace 3-methyl-5-(2-oxo-3-(2-phenoxyethyl)imidazolidin-1-yl)thiophene-2-carboxylic acid with 5-(3-(4-fluorobenzyl)-2-oxoimidazolidin-1-yl)-3-methylthiophene-2-carboxylic acid to react with (5-methylfuran-2-yl)methanamine, the title compound was obtained as a yellowish solid in 78% yield: 1H NMR (300 MHz, CDCl3) δ 7.30-7.23 (m, 2H), 7.08-6.98 (m, 2H), 6.12 (d, J=2.4 Hz, 1H), 6.07 (s, 1H), 5.93 (t, J=4.8 Hz, 1H... Reactants: FC=1C=C2C=CC(=NC2=CC1)C (6-fluoroquinaldine), FC=1C=C2C=CC=NC2=CC1 (6-fluoroquinoline), II (iodine). Solvent: ClC1=CC=CC=C1 (chlorobenzene). Product: [I-].FC1=CC=2C=CC3=[N+](C2C=C1)C=C1N3C=3C=CC(=CC3C=C1)F (3,10-Difluoroimidazo[1,2-a:3,4-a']diquinolin-15-ium Iodide). RXN SMILES: [F:1][C:2]1[CH:3]=[C:4]2[C:9](=[CH:10][CH:11]=1)[N:8]=[C:7]([CH3:12])[CH:6]=[CH:5]2.[F:13][C:14]1[CH:15]=[C:16]2[C:21](=[CH:22][CH:23]=1)[N:20]=[CH:19][CH:18]=[CH:17]2.[I:24]I>ClC1C=CC=CC=1>[I-:24].[F:13][C:14]1[CH:23]=[CH:22][C:21]2[N+:20]3[CH:12]=[C:7]4[CH:6]=[CH:5][C:4]5[CH:3]=[C:2]([F:1])[CH:11]=[CH:10][C:9]=5[N:8]4[C:19]=3[CH:18]=[CH:17][C:16]=2[CH:15]=1 |f:4.5|. Reported procedure: A mixture of 16.1 g. of 6-fluoroquinaldine, 58.9 g. of 6-fluoroquinoline, 70 ml. of chlorobenzene and 50.8 g. of iodine is stirred at 20°-25° C. for 1 hour, then heated at 95°-100° C. for 4 days. The precipitate is collected and suspended in 300 ml. of methanol. The methanol suspension is treated with 17 ml. of 85% hydrazine hydrate and the resulting solid 3,10-difluoroimidazo[1,2-a:3,4-a']diquinolin-15-ium iodide is collected by filtration; m.p. >360° C., after crystallization from methanol. The reactants are C(C)(C)N1C(C(C2=CC(=C(C=C12)N[C@@H](C)C1=CC=CC=C1)NC(=O)C1=CN(C(C(=C1)C)=O)C)(C)C)=O (1,5-Dimethyl-6-oxo-1,6-dihydro-pyridine-3-carboxylic acid [1-isopropyl-3,3-dimethyl-2-oxo-6-((S)-1-phenyl-ethylamino)-2,3-dihydro-1H-indol-5-yl]-amide). Run in C(C)(=O)O (acetic acid). Reaction conditions: temperature 120 celsius, time 7 hour. Yields the product CN1C=C(C=C(C1=O)C)C=1N(C=2C(=CC=3C(C(N(C3C2)C(C)C)=O)(C)C)N1)[C@@H](C)C1=CC=CC=C1 (2-(1,5-Dimethyl-6-oxo-1,6-dihydro-pyridin-3-yl)-5-isopropyl-7,7-dimethyl-3-((S)-1-phenyl-ethyl)-5,7-dihydro-3H-imidazo[4,5-f]indol-6-one). Reaction SMILES: [CH:1]([N:4]1[C:12]2[C:7](=[CH:8][C:9]([NH:22][C:23]([C:25]3[CH:30]=[C:29]([CH3:31])[C:28](=[O:32])[N:27]([CH3:33])[CH:26]=3)=O)=[C:10]([NH:13][C@H:14]([C:16]3[CH:21]=[CH:20][CH:19]=[CH:18][CH:17]=3)[CH3:15])[CH:11]=2)[C:6]([CH3:35])([CH3:34])[C:5]1=[O:36])([CH3:3])[CH3:2]>C(O)(=O)C>[CH3:33][N:27]1[C:28](=[O:32])[C:29]([CH3:31])=[CH:30][C:25]([C:23]2[N:13]([C@H:14]([C:16]3[CH:17]=[CH:18][CH:19]=[CH:20][CH:21]=3)[CH3:15])[C:10]3[C:9]([N:22]=2)=[CH:8][C:7]2[C:6]([CH3:35])([CH3:34])[C:5](=[O:36])[N:4]([CH:1]([CH3:3])[CH3:2])[C:12]=2[CH:11]=3)=[CH:26]1. Procedure: 1,5-Dimethyl-6-oxo-1,6-dihydro-pyridine-3-carboxylic acid [1-isopropyl-3,3-dimethyl-2-oxo-6-((S)-1-phenyl-ethylamino)-2,3-dihydro-1H-indol-5-yl]-amide I-2′ (100 mg; 0.21 mmol) is dissolved in 2 ml acetic acid and stirred at 120° C. for 7 h. The solvent is evaporated and the crude product is purified using reversed phase chromatography (Method: prep. HPLC2). Starting materials: COC(=O)C=1N=C(SC1CO[Si](C)(C)C(C)(C)C)N (2-amino-5-(tert-butyldimethylsilyloxymethyl)-thiazole-4-carboxylic acid methyl ester), O1CCCC1.[F-].C(CCC)[N+](CCCC)(CCCC)CCCC (tetrabutylammonium fluoride tetrahydrofuran). Solvent: O1CCCC1 (tetrahydrofuran). Product: COC(=O)C=1N=C(SC1CO)N (2-amino-5-hydroxymethyl-thiazole-4-carboxylic acid methyl ester). The yield is 83.9%. As a reaction SMILES: [CH3:1][O:2][C:3]([C:5]1[N:6]=[C:7]([NH2:19])[S:8][C:9]=1[CH2:10][O:11][Si](C(C)(C)C)(C)C)=[O:4].O1CCCC1.[F-].C([N+](CCCC)(CCCC)CCCC)CCC>O1CCCC1>[CH3:1][O:2][C:3]([C:5]1[N:6]=[C:7]([NH2:19])[S:8][C:9]=1[CH2:10][OH:11])=[O:4] |f:1.2.3|. Procedure: To a solution of the compound (2.03 g) obtained in Step 1 in tetrahydrofuran (40 ml) was added dropwise, with stirring under ice-cooling, 1.0M tetrabutylammonium fluoride tetrahydrofuran solution (7.38 ml). After stirring at room temperature for 1 hr, the reaction mixture was concentrated under reduced pressure. The concentrated residue was purified by silica gel column chromatography (ethyl acetate:methanol=9:1) to give the title compound (1.06 g).